This data is from the Open Reaction Database (ORD), a public repository of structured organic reaction records. The task is: describe an organic reaction: reactants, conditions, products, and yield Starting materials: CN1CCC(N2CCCCc3ccccc32)CC1, O=C1CCC(=O)N1Br, CN(C)C=O, O. The product is CN1CCC(N2CCCCc3cc(Br)ccc32)CC1. RXN SMILES: [CH3:1][N:2]1[CH2:3][CH2:4][CH:5]([N:8]2[c:9]3[c:10]([cH:15][cH:16][cH:17][cH:18]3)[CH2:11][CH2:12][CH2:13][CH2:14]2)[CH2:6][CH2:7]1.[O:19]=[C:20]1[N:21]([Br:26])[C:22](=[O:23])[CH2:24][CH2:25]1.[O:27]=[CH:28][N:29]([CH3:30])[CH3:31].[OH2:32]>>[CH3:1][N:2]1[CH2:3][CH2:4][CH:5]([N:8]2[c:9]3[c:10]([cH:15][c:16]([Br:26])[cH:17][cH:18]3)[CH2:11][CH2:12][CH2:13][CH2:14]2)[CH2:6][CH2:7]1.